This data is from the Open Reaction Database (ORD), a public repository of structured organic reaction records. The task is: describe an organic reaction: reactants, conditions, products, and yield Reactants: O=C(NCc1ccc(S(=O)(=O)Cl)s1)c1ccc(Cl)cc1, ClC(Cl)Cl, NNC(=O)c1csc(-c2ccc(C3SCCS3)cc2)n1, c1ccncc1. The product is O=C(NCc1ccc(S(=O)(=O)NNC(=O)c2csc(-c3ccc(C4SCCS4)cc3)n2)s1)c1ccc(Cl)cc1. As a reaction SMILES: [Cl:1][c:2]1[cH:3][cH:4][c:5]([C:8](=[O:9])[NH:10][CH2:11][c:12]2[cH:13][cH:14][c:15]([S:17](=[O:18])(=[O:19])[Cl:20])[s:16]2)[cH:6][cH:7]1.[Cl:47][CH:48]([Cl:49])[Cl:50].[S:21]1[CH:22]([c:26]2[cH:27][cH:28][c:29](-[c:32]3[s:33][cH:34][c:35]([C:37](=[O:38])[NH:39][NH2:40])[n:36]3)[cH:30][cH:31]2)[S:23][CH2:24][CH2:25]1.[cH:41]1[cH:42][cH:43][n:44][cH:45][cH:46]1>>[Cl:1][c:2]1[cH:3][cH:4][c:5]([C:8](=[O:9])[NH:10][CH2:11][c:12]2[cH:13][cH:14][c:15]([S:17](=[O:18])(=[O:19])[NH:40][NH:39][C:37]([c:35]3[cH:34][s:33][c:32](-[c:29]4[cH:28][cH:27][c:26]([CH:22]5[S:21][CH2:25][CH2:24][S:23]5)[cH:31][cH:30]4)[n:36]3)=[O:38])[s:16]2)[cH:6][cH:7]1. The reactants are [Cl-].[NH4+] (ammonium chloride), CC(C)([O-])C.[K+] (potassium t-butoxide), [Br-].C(C(C)C)[P+](C1=CC=CC=C1)(C1=CC=CC=C1)C1=CC=CC=C1 (isobutyltriphenylphosphonium bromide), C(=O)[C@@H]1CC[C@H](CC1)NC(OC(C)(C)C)=O (t-butyl trans-4-formylcyclohexyl-carbamate). The solvent is CN(C=O)C (N,N-dimethylformamide), CN(C=O)C (N,N-dimethylformamide). Run at time 10 minute. Product: CC(\C=C/[C@@H]1CC[C@H](CC1)NC(OC(C)(C)C)=O)C (t-butyl trans-{4-[(Z)-3-methyl-1-butenyl]cyclohexyl}-carbamate). The yield is 46.1%. RXN SMILES: [CH3:1][C:2]([CH3:5])([O-])[CH3:3].[K+].[Br-].C([P+](C1C=CC=CC=1)(C1C=CC=CC=1)C1C=CC=CC=1)C(C)C.[CH:31]([C@H:33]1[CH2:38][CH2:37][C@H:36]([NH:39][C:40](=[O:46])[O:41][C:42]([CH3:45])([CH3:44])[CH3:43])[CH2:35][CH2:34]1)=O.[Cl-].[NH4+]>CN(C)C=O>[CH3:1][CH:2]([CH3:5])/[CH:3]=[CH:31]\[C@H:33]1[CH2:38][CH2:37][C@H:36]([NH:39][C:40](=[O:46])[O:41][C:42]([CH3:45])([CH3:44])[CH3:43])[CH2:35][CH2:34]1 |f:0.1,2.3,5.6|. Procedure: To a mixture of potassium t-butoxide (379 mg) and anhydrous N,N-dimethylformamide (20 ml) was added isobutyltriphenylphosphonium bromide (1.35 g) at room temperature. The mixture was stirred for 10 minutes, and then a solution of t-butyl trans-4-formylcyclohexyl-carbamate (700 mg) in N,N-dimethylformamide (3 ml) was added to the mixture. After the reaction mixture was stirred overnight, saturated aqueous ammonium chloride was added thereto. The mixture was extracted with toluene, and the organic... The reactants are O.[OH-].[Li+] (lithium hydroxide monohydrate), [OH-].[Ca+2].[OH-] (hydrated lime), OC(CCCCCCCCCCC(=O)O)CCCCCC (12-hydroxystearic acid). Reaction conditions: temperature 100 celsius, time 1 hour. Yields the product OC(CCCCCCCCCCC(=O)[O-])CCCCCC.[Ca+2].[Li+].OC(CCCCCCCCCCC(=O)[O-])CCCCCC.OC(CCCCCCCCCCC(=O)[O-])CCCCCC (Lithium-Calcium 12-Hydroxystearate). RXN SMILES: O.[OH-].[Li+:3].[OH-].[Ca+2:5].[OH-].[OH:7][CH:8]([CH2:22][CH2:23][CH2:24][CH2:25][CH2:26][CH3:27])[CH2:9][CH2:10][CH2:11][CH2:12][CH2:13][CH2:14][CH2:15][CH2:16][CH2:17][CH2:18][C:19]([OH:21])=[O:20]>>[OH:7][CH:8]([CH2:22][CH2:23][CH2:24][CH2:25][CH2:26][CH3:27])[CH2:9][CH2:10][CH2:11][CH2:12][CH2:13][CH2:14][CH2:15][CH2:16][CH2:17][CH2:18][C:19]([O-:21])=[O:20].[Ca+2:5].[Li+:3].[OH:7][CH:8]([CH2:22][CH2:23][CH2:24][CH2:25][CH2:26][CH3:27])[CH2:9][CH2:10][CH2:11][CH2:12][CH2:13][CH2:14][CH2:15][CH2:16][CH2:17][CH2:18][C:19]([O-:21])=[O:20].[OH:7][CH:8]([CH2:22][CH2:23][CH2:24][CH2:25][CH2:26][CH3:27])[CH2:9][CH2:10][CH2:11][CH2:12][CH2:13][CH2:14][CH2:15][CH2:16][CH2:17][CH2:18][C:19]([O-:21])=[O:20] |f:0.1.2,3.4.5,7.8.9.10.11|. Reported procedure: A grease kettle equipped with stirring, heating and an external recirculation system, capable of pumping the contents from the bottom of the kettle to the top, was charged with 4428.6 grams of high viscosity index (HVI) mineral oil of viscosity 110 mm2 /s (cSt) at 40° C., 50.0 grams of lithium hydroxide monohydrate and 21.4 grams of hydrated lime. The mixture was stirred and heated to 100° C. while the heating rate was maintained to control foaming. After foaming stopped, recirculation was start...